This data is from the Open Reaction Database (ORD), a public repository of structured organic reaction records. The task is: describe an organic reaction: reactants, conditions, products, and yield Starting materials: NC1(CCC1)C(=O)NC=1C=NC(=CC1)OC1=CC(=C(C=C1)C)OC (1-amino-N-(6-{[4-methyl-3-(methyloxy)phenyl]oxy}-3-pyridinyl)cyclobutanecarboxamide), NC1(CCC1)C(=O)NC=1C=NC(=CC1)OC1=CC(=C(C=C1)C)OC (1-amino-N-(6-{[4-methyl-3-(methyloxy)phenyl]oxy}-3-pyridinyl)cyclobutanecarboxamide), ClC(Cl)(OC(OC(Cl)(Cl)Cl)=O)Cl (triphosgene). The solvent is ClCCl (dichloromethane), ClCCl (dichloromethane). Reaction conditions: temperature 0 celsius, time 30 minute. Product: CC1=C(C=C(C=C1)OC1=CC=C(C=N1)N1C(NC2(CCC2)C1=O)=O)OC (7-(6-{[4-methyl-3-(methyloxy)phenyl]oxy}-3-pyridinyl)-5,7-diazaspiro[3,4]octane-6,8-dione). Isolated yield 179.5%. Reaction SMILES: [NH2:1][C:2]1([C:6]([NH:8][C:9]2[CH:10]=[N:11][C:12]([O:15][C:16]3[CH:21]=[CH:20][C:19]([CH3:22])=[C:18]([O:23][CH3:24])[CH:17]=3)=[CH:13][CH:14]=2)=[O:7])[CH2:5][CH2:4][CH2:3]1.Cl[C:26](Cl)([O:28]C(=O)OC(Cl)(Cl)Cl)Cl>ClCCl>[CH3:22][C:19]1[CH:20]=[CH:21][C:16]([O:15][C:12]2[N:11]=[CH:10][C:9]([N:8]3[C:6](=[O:7])[C:2]4([CH2:5][CH2:4][CH2:3]4)[NH:1][C:26]3=[O:28])=[CH:14][CH:13]=2)=[CH:17][C:18]=1[O:23][CH3:24]. Procedure: To a solution of 1-amino-N-(6-{[4-methyl-3-(methyloxy)phenyl]oxy}-3-pyridinyl)cyclobutanecarboxamide (Intermediate 102, 60 mg) in dry dichloromethane (2 mL) TEA (0.128 mL, 0.916 mmol) was added. The reaction mixture was cooled in an ice-bath, then a solution of triphosgene (24.47 mg, 0.082 mmol) in dry dichloromethane (0.500 mL) was added dropwise. The mixture was stirred at 0° C. for 30 minutes. The reaction was maintained at 0° C. and quenched with water (10 mL). The mixture was extracted with... Starting materials: C(C1=CC=CC=C1)Br (benzyl bromide), C1(=CC=CC=C1)O (phenol), 40, C([O-])([O-])=O.[K+].[K+] (potassium carbonate). Solvent: CN(C)C=O (DMF). Reaction conditions: temperature 23 celsius. Yields the product C(C1=CC=CC=C1)OCC1=CC=CC=C1 (benzyl ether), 49. Isolated yield 75.0%. Reaction SMILES: [CH2:1](Br)[C:2]1[CH:7]=[CH:6][CH:5]=[CH:4][CH:3]=1.[C:9]1(O)[CH:14]=[CH:13][CH:12]=[CH:11][CH:10]=1.[C:16](=O)([O-])[O-:17].[K+].[K+]>CN(C=O)C>[CH2:1]([O:17][CH2:16][C:9]1[CH:14]=[CH:13][CH:12]=[CH:11][CH:10]=1)[C:2]1[CH:7]=[CH:6][CH:5]=[CH:4][CH:3]=1 |f:2.3.4|. Procedure: A solution of benzyl bromide (128 mg, 0.75 mmol), phenol compound 40 (131.5 mg, 0.50 mmol), and potassium carbonate (138 mg, 1.00 mmol) in DMF (3.0 mL) was heated to 60° C. for 1.5 h. After cooling to 23° C., the solution was filtered, concentrated in vacuo, and purified by silica gel chromatography (1:1 EtOAc/hexanes) to give benzyl ether compound 49 (132.5 mg, 75%) as a white solid. mp=124-125° C.; 1H NMR (CDCl3) δ 7.67 (s, 1H), 7.49 (s, 1H), 7.40 (m, 6H), 6.0-5.8 (2 br s, 2H), 5.08 (s, 2H); I... Starting materials: CC(C)(O)C#N, N#N, O, OCCCl. Product: CC(C)(C#N)OCCCl. Reaction SMILES: [CH3:3][C:4]([C:5]#[N:6])([OH:7])[CH3:8].[N:1]#[N:2].[OH2:13].[OH:9][CH2:10][CH2:11][Cl:12]>>[CH3:3][C:4]([C:5]#[N:6])([O:7][CH2:10][CH2:11][Cl:12])[CH3:8]. Reactants: O=CCN(C(OC(C)(C)C)=O)CC=O (tert-butyl bis(2-oxoethyl)carbamate), C(#N)[BH3-].[Na+] (sodium cyanoborohydride), C(C)(=O)[O-].[K+] (potassium acetate), NC1=CC=C2C=3C=C(C=C(C3NC2=C1)C(=O)N)Br (7-Amino-3-bromo-9H-carbazole-1-carboxamide), C(OC)(OC)OC (Trimethyl orthoformate). Run in C(Cl)Cl (CH2Cl2), CO (methanol), C1CCOC1 (THF). Reaction conditions: time 5 minute. Product: BrC=1C=C2C=3C=CC(=CC3NC2=C(C1)C(N)=O)N1CCN(CC1)C(=O)OC(C)(C)C (tert-butyl 4-(6-bromo-8-carbamoyl-9H-carbazol-2-yl)piperazine-1-carboxylate). Isolated yield 80.7%. RXN SMILES: [NH2:1][C:2]1[CH:14]=[C:13]2[C:5]([C:6]3[CH:7]=[C:8]([Br:18])[CH:9]=[C:10]([C:15]([NH2:17])=[O:16])[C:11]=3[NH:12]2)=[CH:4][CH:3]=1.C([O-])(=O)C.[K+].C(OC)(OC)OC.O=[CH:32][CH2:33][N:34]([CH2:42][CH:43]=O)[C:35](=[O:41])[O:36][C:37]([CH3:40])([CH3:39])[CH3:38].C([BH3-])#N.[Na+]>CO.C1COCC1.C(Cl)Cl>[Br:18][C:8]1[CH:7]=[C:6]2[C:11](=[C:10]([C:15](=[O:16])[NH2:17])[CH:9]=1)[NH:12][C:13]1[CH:14]=[C:2]([N:1]3[CH2:43][CH2:42][N:34]([C:35]([O:36][C:37]([CH3:39])([CH3:38])[CH3:40])=[O:41])[CH2:33][CH2:32]3)[CH:3]=[CH:4][C:5]2=1 |f:1.2,5.6|. Reported procedure: 7-Amino-3-bromo-9H-carbazole-1-carboxamide (0.78 g, 1.282 mmol, Example 480B) was dissolved in methanol (40 mL)+THF (20.0 ml). potassium acetate (0.126 g, 1.282 mmol) acetate was added until pH ˜4-5. Trimethyl orthoformate (6 ml, 54 mmol) was added, followed by a solution of ˜2.9 mmol of tert-butyl bis(2-oxoethyl)carbamate in 10 ml CH2Cl2 (Example 409A). The reaction mixture was stirred at room temperature for 5 minutes, then sodium cyanoborohydride (503 mg, 8 mmol) was added and the mixture sti... Starting materials: BrC1=CC=C(C=O)C=C1 (4-bromobenzaldehyde), ClC1=NC(=CC(=C1)C(C)=O)Cl (1-[2,6-dichloropyridin-4-yl]ethanone), 3-(4-bromo-phenyl)-1-(2,6-dichloro-pyridin-4-yl)-propenone, 3-(4-bromo-phenyl)-1-(2,6-dichloro-pyridin-4-yl)-propenone, C1(=CC=CC=C1)B(O)O (phenylboronic acid). The product is BrC1=CC=C(C=C1)C(CC(=O)C1=CC(=NC(=C1)Cl)Cl)C1=CC=CC=C1 (3-(4-Bromo-phenyl)-1-(2,6-dichloro-pyridin-4-yl)-3-phenyl-propan-1-one). RXN SMILES: [Br:1][C:2]1[CH:9]=[CH:8][C:5]([CH:6]=O)=[CH:4][CH:3]=1.[Cl:10][C:11]1[CH:16]=[C:15]([C:17](=[O:19])[CH3:18])[CH:14]=[C:13]([Cl:20])[N:12]=1.[C:21]1(B(O)O)[CH:26]=[CH:25][CH:24]=[CH:23][CH:22]=1>>[Br:1][C:2]1[CH:9]=[CH:8][C:5]([CH:6]([C:21]2[CH:26]=[CH:25][CH:24]=[CH:23][CH:22]=2)[CH2:18][C:17]([C:15]2[CH:14]=[C:13]([Cl:20])[N:12]=[C:11]([Cl:10])[CH:16]=2)=[O:19])=[CH:4][CH:3]=1. Procedure: In analogy to example 11, step 1, from 4-bromobenzaldehyde and 1-[2,6-dichloropyridin-4-yl]ethanone (CAS RN: [185319-20-4]) was prepared 3-(4-bromo-phenyl)-1-(2,6-dichloro-pyridin-4-yl)-propenone as a yellow solid, which was directly subjected to the next step. In analogy to example 1, step 1, from 3-(4-bromo-phenyl)-1-(2,6-dichloro-pyridin-4-yl)-propenone and phenylboronic acid was prepared the title compound as a colorless oil, MS (EI+): m/z=433 ([M]+, 1Br, 1Cl). The reactants are C(C1=CC=CC=C1)C1=NC=C(C=C1)CC[N+](=O)[O-] (2-benzyl-5-(2-nitro-ethyl)-pyridine), ice water, C(Cl)Cl (methylene chloride), CO (methanol), C[O-].[Li+] (lithium methoxide). Reagents/catalysts: [Ti](Cl)(Cl)(Cl)Cl (Titanium (IV) tetrachloride). Solvent: O1CCCC1 (tetrahydrofuran). Yields the product C(C1=CC=CC=C1)C1=CC=C(C=N1)CC(=NO)Cl ((6-Benzyl-pyridin-3-yl)-acetohydroximoyl chloride). The yield is 63.0%. As a reaction SMILES: [CH2:1]([C:8]1[CH:13]=[CH:12][C:11]([CH2:14][CH2:15][N+:16]([O-:18])=O)=[CH:10][N:9]=1)[C:2]1[CH:7]=[CH:6][CH:5]=[CH:4][CH:3]=1.CO.C[O-].[Li+].C(Cl)[Cl:25]>O1CCCC1.[Ti](Cl)(Cl)(Cl)Cl>[CH2:1]([C:8]1[N:9]=[CH:10][C:11]([CH2:14][C:15]([Cl:25])=[N:16][OH:18])=[CH:12][CH:13]=1)[C:2]1[CH:7]=[CH:6][CH:5]=[CH:4][CH:3]=1 |f:2.3|. Procedure: To 2-benzyl-5-(2-nitro-ethyl)-pyridine (260 mg, 1.1 mmol) described in Manufacturing Example 210-1-6 and methanol (5 mL) was added lithium methoxide (81 mg, 2.1 mmol), which was concentrated under a reduced pressure. Titanium (IV) tetrachloride (0.38 mL, 3.4 mmol) was added dropwise at −76° C. to a suspension of the residue in methylene chloride (5 mL) and tetrahydrofuran (2.5 mL), which was stirred for 20 minutes at room temperature. This reaction solution was added to ice water and extracted w... Reactants: C12C(C3CC(CC(C1)C3)C2)CCOC=2C=C(C=CC2)CCNC(OC(C)(C)C)=O (tert-butyl (2-{3-[2-(2-adamantyl)ethoxy]phenyl}ethyl)-carbamate), Cl (hydrogen chloride), Intermediate 17. The solvent is CO (methanol). Product: C12C(C3CC(CC(C1)C3)C2)CCOC=2C=C(C=CC2)CCN ((2-{3-[2-(2-adamantyl)ethoxy]phenyl}ethyl)amine), oil. Yield: 76.0%. As a reaction SMILES: [CH:1]12[CH2:10][CH:5]3[CH2:6][CH:7]([CH2:9][CH:3]([CH2:4]3)[CH:2]1[CH2:11][CH2:12][O:13][C:14]1[CH:15]=[C:16]([CH2:20][CH2:21][NH:22]C(=O)OC(C)(C)C)[CH:17]=[CH:18][CH:19]=1)[CH2:8]2.Cl>CO>[CH:3]12[CH2:9][CH:7]3[CH2:6][CH:5]([CH2:10][CH:1]([CH2:8]3)[CH:2]1[CH2:11][CH2:12][O:13][C:14]1[CH:15]=[C:16]([CH2:20][CH2:21][NH2:22])[CH:17]=[CH:18][CH:19]=1)[CH2:4]2. Procedure details: Obtained from Intermediate 79 (1.25 g, 3.13 mmol) and hydrogen chloride 1.25 M in methanol (40 mL) by the same procedure described in Intermediate 17 (reaction time: overnight). The title compound was obtained as a yellow oil (0.71 g, 76%) and used in the next step without further purification. MS (M+): 300.